This data is from the Open Reaction Database (ORD), a public repository of structured organic reaction records. The task is: describe an organic reaction: reactants, conditions, products, and yield The reactants are C(=O)([O-])[O-].[K+].[K+] (K2CO3), CS(=O)(=O)N (methanesulfonamide), CS(=O)(=O)OCCC[C@@]1(CCN(C(O1)=O)[C@@H](C)C1=CC(=CC=C1)Br)C1=CC=C(C=C1)F (3-((R)-3-((S)-1-(3-bromophenyl)ethyl)-6-(4-fluorophenyl)-2-oxo-1,3-oxazinan-6-yl)propyl methanesulfonate). Solvent: C(C)#N (acetonitrile). Run at time 8 hour. Yields the product BrC=1C=C(C=CC1)[C@H](C)N1C(O[C@](CC1)(C1=CC=C(C=C1)F)CCCNS(=O)(=O)C)=O (N-(3-((R)-3-((S)-1-(3-bromophenyl)ethyl)-6-(4-fluorophenyl)-2-oxo-1,3-oxazinan-6-yl)propyl)methanesulfonamide). Yield: 37.5%. Reaction SMILES: CS(O[CH2:6][CH2:7][CH2:8][C@@:9]1([C:25]2[CH:30]=[CH:29][C:28]([F:31])=[CH:27][CH:26]=2)[O:14][C:13](=[O:15])[N:12]([C@H:16]([C:18]2[CH:23]=[CH:22][CH:21]=[C:20]([Br:24])[CH:19]=2)[CH3:17])[CH2:11][CH2:10]1)(=O)=O.C([O-])([O-])=O.[K+].[K+].[CH3:38][S:39]([NH2:42])(=[O:41])=[O:40]>C(#N)C>[Br:24][C:20]1[CH:19]=[C:18]([C@@H:16]([N:12]2[CH2:11][CH2:10][C@:9]([CH2:8][CH2:7][CH2:6][NH:42][S:39]([CH3:38])(=[O:41])=[O:40])([C:25]3[CH:26]=[CH:27][C:28]([F:31])=[CH:29][CH:30]=3)[O:14][C:13]2=[O:15])[CH3:17])[CH:23]=[CH:22][CH:21]=1 |f:1.2.3|. Procedure details: 3-((R)-3-((S)-1-(3-bromophenyl)ethyl)-6-(4-fluorophenyl)-2-oxo-1,3-oxazinan-6-yl)propyl methanesulfonate (6.8 mg, 0.013 mmol) was diluted with acetonitrile (2 mL), added K2CO3 (10 mg, excess) and methanesulfonamide (2.5 mg, 2 equiv.). The mixture was stirred overnight at rt. After filtration and concentration, the residue was purified by preparative HPLC to afford N-(3-((R)-3-((S)-1-(3-bromophenyl)ethyl)-6-(4-fluorophenyl)-2-oxo-1,3-oxazinan-6-yl)propyl)methanesulfonamide (2.5 mg, 37%). LC-MS (3...